This data is from the Open Reaction Database (ORD), a public repository of structured organic reaction records. The task is: describe an organic reaction: reactants, conditions, products, and yield The reactants are C(\C=C\C(=O)O)(=O)O (fumaric acid), [NH4+].[OH-] (NH4OH), [OH-].[Na+] (NaOH). The product is C([C@@H](O)CC(=O)O)(=O)O (L-malic acid). RXN SMILES: [C:1]([OH:8])(=[O:7])/[CH:2]=[CH:3]/[C:4]([OH:6])=[O:5].[NH4+].[OH-:10].[OH-].[Na+]>>[C:1]([OH:8])(=[O:7])[C@H:2]([CH2:3][C:4]([OH:6])=[O:5])[OH:10] |f:1.2,3.4|. Procedure: Cell mass grown according to example F is suspended in 16 liters of a 240 g/l solution containing fumaric acid (neutralized with NH4OH and NaOH in the molar ratio of 2 to 1). After 24 hours of incubation, 235 g of L-malic acid per liter of fermentation liquid is produced. The product is C(C=C)N1N=C(C(=C1O)C(C1=C(C=C(C=C1)Cl)Cl)=O)C (1-Allyl-3-methyl-4-(2,4-dichlorobenzoyl)-5-hydroxypyrazole). Reported procedure: A suspension of 1.4 g. of 1-allyl-3-methyl-2-pyrazolin-5-one and 0.74 g. of calcium hydroxide in 20 ml. of isopropanol is heated under reflux with stirring for 1.5 hours. After cooling, to the resulting mixture is added dropwise 2.3 g. of 2,4-dichlorobenzoyl chloride. After completion of the dropwise addition, the resulting mixture is heated under reflux for 5.5 hours. After completion of the reaction, the solvent is distilled off from the reaction mixture and to the residue is added 3 ml. of 2 ... Reaction SMILES: [CH2:1]([N:4]1[C:8](=[O:9])[CH2:7][C:6]([CH3:10])=[N:5]1)[CH:2]=[CH2:3].[OH-].[Ca+2].[OH-].[Cl:14][C:15]1[CH:23]=[C:22]([Cl:24])[CH:21]=[CH:20][C:16]=1[C:17](Cl)=[O:18]>C(O)(C)C>[CH2:1]([N:4]1[C:8]([OH:9])=[C:7]([C:17](=[O:18])[C:16]2[CH:20]=[CH:21][C:22]([Cl:24])=[CH:23][C:15]=2[Cl:14])[C:6]([CH3:10])=[N:5]1)[CH:2]=[CH2:3] |f:1.2.3|. Starting materials: C(C=C)N1N=C(CC1=O)C (1-allyl-3-methyl-2-pyrazolin-5-one), [OH-].[Ca+2].[OH-] (calcium hydroxide), ClC1=C(C(=O)Cl)C=CC(=C1)Cl (2,4-dichlorobenzoyl chloride). Isolated yield 40.7%. Run at time 1.5 hour. Solvent: C(C)(C)O (isopropanol). The reactants are OC1=C(C=NC2[C@@H]3N(C(=C(CS3)CS\C=C/C=3C=NC=CC3)C(=O)OC(C3=CC=CC=C3)C3=CC=CC=C3)C2=O)C=CC=C1 (benzhydryl 7-(2-hydroxybenzylideneamino)-3-[(Z)-2-(3-pyridyl)vinylthiomethyl]-3-cephem-4-carboxylate), Cl (hydrochloric acid). The solvent is C(C)(=O)OCC (ethyl acetate). Reaction conditions: time 30 minute. Yields the product Cl.Cl.NC1[C@@H]2N(C(=C(CS2)CS\C=C/C=2C=NC=CC2)C(=O)OC(C2=CC=CC=C2)C2=CC=CC=C2)C1=O (benzhydryl 7-amino-3-[(Z)-2-(3-pyridyl)vinylthiomethyl]-3-cephem-4-carboxylate dihydrochloride). RXN SMILES: OC1C=CC=CC=1C=[N:5][CH:6]1[C:39](=[O:40])[N:8]2[C:9]([C:23]([O:25][CH:26]([C:33]3[CH:38]=[CH:37][CH:36]=[CH:35][CH:34]=3)[C:27]3[CH:32]=[CH:31][CH:30]=[CH:29][CH:28]=3)=[O:24])=[C:10]([CH2:13][S:14]/[CH:15]=[CH:16]\[C:17]3[CH:18]=[N:19][CH:20]=[CH:21][CH:22]=3)[CH2:11][S:12][C@H:7]12.[ClH:45]>C(OCC)(=O)C>[ClH:45].[ClH:45].[NH2:5][CH:6]1[C:39](=[O:40])[N:8]2[C:9]([C:23]([O:25][CH:26]([C:33]3[CH:38]=[CH:37][CH:36]=[CH:35][CH:34]=3)[C:27]3[CH:28]=[CH:29][CH:30]=[CH:31][CH:32]=3)=[O:24])=[C:10]([CH2:13][S:14]/[CH:15]=[CH:16]\[C:17]3[CH:18]=[N:19][CH:20]=[CH:21][CH:22]=3)[CH2:11][S:12][C@H:7]12 |f:3.4.5|. Reported procedure: To a solution of benzhydryl 7-(2-hydroxybenzylideneamino)-3-[(Z)-2-(3-pyridyl)vinylthiomethyl]-3-cephem-4-carboxylate (2.3 g) in ethyl acetate (46 ml) was added concentrated hydrochloric acid (1 ml) at ambient temperature and the mixture was stirred for 30 minutes to give a precipitate of a viscous oil. The upper layer was removed by decantation and the resultant oil was triturated with a mixture of ethanol and diethyl ether to give benzhydryl 7-amino-3-[(Z)-2-(3-pyridyl)vinylthiomethyl]-3-cephe... Reactants: C1CCOC1, CI, COc1cccc(-c2nc(CSc3nc4ncccc4[nH]3)no2)c1, [H-], [Na+]. The product is COc1cccc(-c2nc(CSc3nc4ncccc4n3C)no2)c1. As a reaction SMILES: [CH2:29]1[O:30][CH2:31][CH2:32][CH2:33]1.[CH3:27][I:28].[CH3:3][O:4][c:5]1[cH:6][c:7](-[c:11]2[n:12][c:13]([CH2:16][S:17][c:18]3[nH:19][c:20]4[c:21]([n:22][cH:23][cH:24][cH:25]4)[n:26]3)[n:14][o:15]2)[cH:8][cH:9][cH:10]1.[H-:1].[Na+:2]>>[CH3:3][O:4][c:5]1[cH:6][c:7](-[c:11]2[n:12][c:13]([CH2:16][S:17][c:18]3[n:19]([CH3:27])[c:20]4[c:21]([n:22][cH:23][cH:24][cH:25]4)[n:26]3)[n:14][o:15]2)[cH:8][cH:9][cH:10]1.